Dataset: the Open Reaction Database (ORD), a public repository of structured organic reaction records. Task: describe an organic reaction: reactants, conditions, products, and yield Starting materials: N(=NC(=O)OCC)C(=O)OCC (Diethyl azodicarboxylate), C1(=CC=CC=C1)P(C1=CC=CC=C1)C1=CC=CC=C1 (triphenylphosphine), C(C)C1=CC=C(O1)CCCO (5-ethyl-2-(3-hydroxypropyl)furan), C(C)C1=CC=C(O1)CCCO (5-ethyl-2-(3-hydroxypropyl)furan), CN1N=C(N=N1)C1=CC(=C(C(=C1)C)O)C (4-(2-methyl-tetrazol-5-yl)-2,6-dimethylphenol). Solvent: O (Water). Yields the product C(C)C1=CC=C(O1)CCCOC1=C(C=C(C=C1C)C=1N=NN(N1)C)C (5-ethyl-2-[3-[2,6-dimethyl-4-(2-methyl-tetrazol-5-yl)-phenoxy]-propyl]furan). The yield is 65.4%. Reaction SMILES: N(C(OCC)=O)=NC(OCC)=O.C1(P(C2C=CC=CC=2)C2C=CC=CC=2)C=CC=CC=1.[CH2:32]([C:34]1[O:38][C:37]([CH2:39][CH2:40][CH2:41][OH:42])=[CH:36][CH:35]=1)[CH3:33].[CH3:43][N:44]1[N:48]=[N:47][C:46]([C:49]2[CH:54]=[C:53]([CH3:55])[C:52](O)=[C:51]([CH3:57])[CH:50]=2)=[N:45]1>O>[CH2:32]([C:34]1[O:38][C:37]([CH2:39][CH2:40][CH2:41][O:42][C:52]2[C:51]([CH3:57])=[CH:50][C:49]([C:46]3[N:47]=[N:48][N:44]([CH3:43])[N:45]=3)=[CH:54][C:53]=2[CH3:55])=[CH:36][CH:35]=1)[CH3:33]. Procedure: Diethyl azodicarboxylate (DEAD, 4.84 g; 27.8 mmol) was added under nitrogen to a stirred and cooled (-20° C.) solution of triphenylphosphine (7.37 g; 27.8 mmol), 5-ethyl-2-(3-hydroxypropyl)furan (Intermediate 1c) (3.9 g; 25.3 mmol), and 4-(2-methyl-tetrazol-5-yl)-2,6-dimethylphenol (5.69 g; 27.8 mmol). The mixture was stirred at -20° C. for 1/2 h, and then was allowed to warm to room temperature overnight. Water (50 mL) was added to the mixture and the layers were separated. The aqueous layer wa... Reactants: CS(=O)(=O)NC(CCCCBr)=O (N-methanesulfonyl-5-bromovaleramide), C1(=CC=CC=C1)P(C1=CC=CC=C1)C1=CC=CC=C1 (triphenylphosphine). Run in C(C)#N (acetonitrile). Product: [Br-].CS(=O)(=O)NC(=O)CCCC[P+](C1=CC=CC=C1)(C1=CC=CC=C1)C1=CC=CC=C1 ([4-(methanesulfonylaminocarbonyl)butyl]triphenylphosphonium bromide). Yield: 62.8%. RXN SMILES: [CH3:1][S:2]([NH:5][C:6](=[O:12])[CH2:7][CH2:8][CH2:9][CH2:10][Br:11])(=[O:4])=[O:3].[C:13]1([P:19]([C:26]2[CH:31]=[CH:30][CH:29]=[CH:28][CH:27]=2)[C:20]2[CH:25]=[CH:24][CH:23]=[CH:22][CH:21]=2)[CH:18]=[CH:17][CH:16]=[CH:15][CH:14]=1>C(#N)C>[Br-:11].[CH3:1][S:2]([NH:5][C:6]([CH2:7][CH2:8][CH2:9][CH2:10][P+:19]([C:20]1[CH:21]=[CH:22][CH:23]=[CH:24][CH:25]=1)([C:26]1[CH:31]=[CH:30][CH:29]=[CH:28][CH:27]=1)[C:13]1[CH:14]=[CH:15][CH:16]=[CH:17][CH:18]=1)=[O:12])(=[O:4])=[O:3] |f:3.4|. Procedure details: A solution of 2.20 g. (8.57 mmoles) of the N-methanesulfonyl-5-bromovaleramide, prepared as above, 2.24 g. (8.57 mmoles) of triphenylphosphine, and 20 ml. of acetonitrile was heated to reflux under nitrogen overnight. The solution was then concentrated by rotary evaporation and the resultant solid was triturated with hot benzene (4X). The triturated solid was recrystallized from absolute ethanol:ether to afford the white, crystalline [4-(methanesulfonylaminocarbonyl)butyl]triphenylphosphonium br... As a reaction SMILES: [C:49]([O-:50])(=[O:51])[CH3:52].[C:54]([O-:55])(=[O:56])[CH3:57].[CH3:1][O:2][c:3]1[cH:4][cH:5][c:6]([B:9]([OH:10])[OH:11])[cH:7][n:8]1.[CH3:46][C:47]#[N:48].[Cu+2:53].[F-:12].[F:38][C:39]([F:40])([F:41])[C:42]([OH:43])=[O:44].[K+:13].[O:45].[OH:14][C:15]([CH2:16][C:17]1([c:30]2[cH:31][cH:32][cH:33][cH:34][cH:35]2)[CH2:18][CH2:19][N:20]([CH:24]2[CH2:25][NH:26][CH2:27][CH2:28][CH2:29]2)[C:21](=[O:23])[O:22]1)([CH3:36])[CH3:37]>>[CH3:1][O:2][c:3]1[cH:4][cH:5][c:6]([N:26]2[CH2:25][CH:24]([N:20]3[CH2:19][CH2:18][C:17]([CH2:16][C:15]([OH:14])([CH3:36])[CH3:37])([c:30]4[cH:31][cH:32][cH:33][cH:34][cH:35]4)[O:22][C:21]3=[O:23])[CH2:29][CH2:28][CH2:27]2)[cH:7][n:8]1. Product: COc1ccc(N2CCCC(N3CCC(CC(C)(C)O)(c4ccccc4)OC3=O)C2)cn1. The reactants are CC(=O)[O-], CC(=O)[O-], COc1ccc(B(O)O)cn1, CC#N, [Cu+2], [F-], O=C(O)C(F)(F)F, [K+], O, CC(C)(O)CC1(c2ccccc2)CCN(C2CCCNC2)C(=O)O1. Starting materials: ClC1=CC=C(C2CO2)C=C1 (para-chlorostyrene oxide), N(=O)[O-].[Na+] (NaNO2). The solvent is Tris SO4. The product is ClC1=CC=C([C@H]2CO2)C=C1 ((S)-para-chloro styrene oxide). Reaction SMILES: [Cl:1][C:2]1[CH:10]=[CH:9][C:5]([CH:6]2[O:8][CH2:7]2)=[CH:4][CH:3]=1.N([O-])=O.[Na+]>>[Cl:1][C:2]1[CH:10]=[CH:9][C:5]([C@@H:6]2[O:8][CH2:7]2)=[CH:4][CH:3]=1 |f:1.2|. Reported procedure: To 20 ml of Tris-SO4 buffer (50 mM, pH=7.3) containing 2 mM of para-chlorostyrene oxide and 1.2 mM of NaNO2, 1.0 mg of purified enzyme, obtained as described in Example 1, was added. At 58% conversion, reaction was stopped and the solution was extracted with diethylether. The organic phase was analysed by chiral GC. The remaining (S)-para-chloro styrene oxide was obtained with an e.e. of higher than 99%. The reactants are ClCCC(C(C)C)=O (1-chloro-4-methylpentan-3-one), NC1=CC=CC=C1 (aniline), C(=O)(O)[O-].[Na+] (NaHCO3). Solvent: CC#N (CH3CN). Yields the product CC(C(CCNC1=CC=CC=C1)=O)C (4-methyl-1-(phenylamino)-pentan-3-one). RXN SMILES: Cl[CH2:2][CH2:3][C:4](=[O:8])[CH:5]([CH3:7])[CH3:6].[NH2:9][C:10]1[CH:15]=[CH:14][CH:13]=[CH:12][CH:11]=1.C([O-])(O)=O.[Na+]>CC#N>[CH3:6][CH:5]([CH3:7])[C:4](=[O:8])[CH2:3][CH2:2][NH:9][C:10]1[CH:15]=[CH:14][CH:13]=[CH:12][CH:11]=1 |f:2.3|. Procedure: A suspension of the crude 1-chloro-4-methylpentan-3-one (about 60 g), aniline (69.8 g, 0.75 mol) and NaHCO3 (210 g, 2.5 mol) in CH3CN (1000 mL) was heated at reflux overnight. After cooling, the insoluble salt was filtered off and the filtrate was concentrated. The residue was diluted with CH2Cl2, washed with 10% HCl solution (100 mL) and brine, dried over Na2SO4, filtered and concentrated to give the crude 4-methyl-1-(phenylamino)-pentan-3-one. Starting materials: COC=1C=C2C(=CC=NC2=CC1OC)OC=1C=C2C=CC=C(C2=CC1)C(=O)O (6-(6,7-dimethoxyquinolin-4-yloxy)-1-naphthoic acid), NCC1=CC=C(C(=O)NC2=C(C=CC=C2)N)C=C1 (4-(aminomethyl)-N-(2-aminophenyl)benzamide). Product: NC1=C(C=CC=C1)NC(=O)C1=CC=C(CNC(=O)C2=CC=CC3=CC(=CC=C23)OC2=CC=NC3=CC(=C(C=C23)OC)OC)C=C1 (N-(4-((2-aminophenyl)carbamoyl)benzyl)-6-(6,7-dimethoxyquinolin-4-yloxy)-1-naphthamide). The yield is 81.9%. RXN SMILES: [CH3:1][O:2][C:3]1[CH:4]=[C:5]2[C:10](=[CH:11][C:12]=1[O:13][CH3:14])[N:9]=[CH:8][CH:7]=[C:6]2[O:15][C:16]1[CH:17]=[C:18]2[C:23](=[CH:24][CH:25]=1)[C:22]([C:26](O)=[O:27])=[CH:21][CH:20]=[CH:19]2.[NH2:29][CH2:30][C:31]1[CH:46]=[CH:45][C:34]([C:35]([NH:37][C:38]2[CH:43]=[CH:42][CH:41]=[CH:40][C:39]=2[NH2:44])=[O:36])=[CH:33][CH:32]=1>>[NH2:44][C:39]1[CH:40]=[CH:41][CH:42]=[CH:43][C:38]=1[NH:37][C:35]([C:34]1[CH:33]=[CH:32][C:31]([CH2:30][NH:29][C:26]([C:22]2[C:23]3[C:18](=[CH:17][C:16]([O:15][C:6]4[C:5]5[C:10](=[CH:11][C:12]([O:13][CH3:14])=[C:3]([O:2][CH3:1])[CH:4]=5)[N:9]=[CH:8][CH:7]=4)=[CH:25][CH:24]=3)[CH:19]=[CH:20][CH:21]=2)=[O:27])=[CH:46][CH:45]=1)=[O:36]. Reported procedure: The title compound (49.0 mg, 82% yield) was prepared as a brown solid from 6-(6,7-dimethoxyquinolin-4-yloxy)-1-naphthoic acid (37.5 mg, 0.1 mmol) and 4-(aminomethyl)-N-(2-aminophenyl)benzamide (28.9 mg, 0.12 mmol) by an analogous procedure to that described in example 16. 1H NMR (DMSO-d6) δ 3.93 (s, 3H, —OCH3), 3.95 (s, 3H, —OCH3), 4.63 (d, J=5.6 Hz, 2H, —CH2), 4.90 (s, 2H, benzene-NH2), 6.56-6.59 (m, 2H, Ar—H), 6.78 (d, J=7.6 Hz, 1H, Ar—H), 6.96 (t, J=8.1 Hz, 1H, Ar—H), 7.17 (d, J=7.6 Hz, 1H, A... The reactants are Cl (hydrogen chloride), Br.C1(=CC=CC2=CC=CC=C12)C1CCNCC1 (4-(naphth-1-yl)piperidine hydrobromide), C([O-])([O-])=O.[K+].[K+] (potassium carbonate), BrCC#N (bromoacetonitrile). The solvent is CC(=O)C (acetone). The product is Cl.C1(=CC=CC2=CC=CC=C12)C1CCN(CC1)CC#N ((4-Naphth-1-ylpiperid-1-yl)acetonitrile hydrochloride). The yield is 91.8%. As a reaction SMILES: Br.[C:2]1([CH:12]2[CH2:17][CH2:16][NH:15][CH2:14][CH2:13]2)[C:11]2[C:6](=[CH:7][CH:8]=[CH:9][CH:10]=2)[CH:5]=[CH:4][CH:3]=1.C(=O)([O-])[O-].[K+].[K+].Br[CH2:25][C:26]#[N:27].[ClH:28]>CC(C)=O>[ClH:28].[C:2]1([CH:12]2[CH2:17][CH2:16][N:15]([CH2:25][C:26]#[N:27])[CH2:14][CH2:13]2)[C:11]2[C:6](=[CH:7][CH:8]=[CH:9][CH:10]=2)[CH:5]=[CH:4][CH:3]=1 |f:0.1,2.3.4,8.9|. Procedure details: 5 g of the compound from Example 3, 7.088 g of potassium carbonate and 2.259 g of bromoacetonitrile in 200 ml of acetone are stirred for 10 hours under reflux and a stream of nitrogen. After filtering and evaporation of the filtrate, the residue obtained is treated with an ethanolic solution of hydrogen chloride to give 4.5 g of the expected hydrochloride.